From a dataset of the Open Reaction Database (ORD), a public repository of structured organic reaction records. describe an organic reaction: reactants, conditions, products, and yield Product: COCCNc1cnc([N+](=O)[O-])cn1. Starting materials: O=[N+]([O-])c1cnc(Br)cn1, COCCN, CO. As a reaction SMILES: [Br:1][c:2]1[n:3][cH:4][c:5]([N+:8](=[O:9])[O-:10])[n:6][cH:7]1.[CH3:11][O:12][CH2:13][CH2:14][NH2:15].[CH3:16][OH:17]>>[c:2]1([NH:15][CH2:14][CH2:13][O:12][CH3:11])[n:3][cH:4][c:5]([N+:8](=[O:9])[O-:10])[n:6][cH:7]1. The reactants are ClC1=C(C(=CC=C1)Cl)C1=CC2=C(N=C(N=N2)N)C(=C1)C (7-(2,6-dichloro-phenyl)-5-methyl-benzo[1,2,4]triazin-3-ylamine), BrC1=CC=C(C=C1)S(=O)(=O)NCCN1CCCC1 (4-bromo-N-(2-pyrrolidin-1-yl-ethyl)-benzenesulfonamide), C([O-])([O-])=O.[Cs+].[Cs+] (cesium carbonate), C1(=CC=CC=C1)P(C1=CC=CC=2C(C3=CC=CC(=C3OC12)P(C1=CC=CC=C1)C1=CC=CC=C1)(C)C)C1=CC=CC=C1 (4,5-bis(diphenylphosphino)-9,9-dimethyl xanthene). The reagents and catalysts are C=1C=CC(=CC1)/C=C/C(=O)/C=C/C2=CC=CC=C2.C=1C=CC(=CC1)/C=C/C(=O)/C=C/C2=CC=CC=C2.C=1C=CC(=CC1)/C=C/C(=O)/C=C/C2=CC=CC=C2.[Pd].[Pd] (tris(dibenzylideneacetone)dipalladium). Yields the product Cl.ClC1=C(C(=CC=C1)Cl)C1=CC2=C(N=C(N=N2)NC2=CC=C(C=C2)S(=O)(=O)NCCN2CCCC2)C(=C1)C (4-[7-(2,6-dichloro-phenyl)-5-methyl-benzo[1,2,4]triazin-3-ylamino]-N-(2-pyrrolidin-1-yl-ethyl)-benzenesulfonamide HCl salt). As a reaction SMILES: [Cl:1][C:2]1[CH:7]=[CH:6][CH:5]=[C:4]([Cl:8])[C:3]=1[C:9]1[CH:19]=[C:18]([CH3:20])[C:12]2[N:13]=[C:14]([NH2:17])[N:15]=[N:16][C:11]=2[CH:10]=1.Br[C:22]1[CH:27]=[CH:26][C:25]([S:28]([NH:31][CH2:32][CH2:33][N:34]2[CH2:38][CH2:37][CH2:36][CH2:35]2)(=[O:30])=[O:29])=[CH:24][CH:23]=1.C(=O)([O-])[O-].[Cs+].[Cs+].C1(P(C2C=CC=CC=2)C2C3OC4C(=CC=CC=4P(C4C=CC=CC=4)C4C=CC=CC=4)C(C)(C)C=3C=CC=2)C=CC=CC=1>C1C=CC(/C=C/C(/C=C/C2C=CC=CC=2)=O)=CC=1.C1C=CC(/C=C/C(/C=C/C2C=CC=CC=2)=O)=CC=1.C1C=CC(/C=C/C(/C=C/C2C=CC=CC=2)=O)=CC=1.[Pd].[Pd]>[ClH:1].[Cl:1][C:2]1[CH:7]=[CH:6][CH:5]=[C:4]([Cl:8])[C:3]=1[C:9]1[CH:19]=[C:18]([CH3:20])[C:12]2[N:13]=[C:14]([NH:17][C:22]3[CH:27]=[CH:26][C:25]([S:28]([NH:31][CH2:32][CH2:33][N:34]4[CH2:35][CH2:36][CH2:37][CH2:38]4)(=[O:30])=[O:29])=[CH:24][CH:23]=3)[N:15]=[N:16][C:11]=2[CH:10]=1 |f:2.3.4,6.7.8.9.10,11.12|. Reported procedure: In a dry 25 mL round bottom flask, 7-(2,6-dichloro-phenyl)-5-methyl-benzo[1,2,4]triazin-3-ylamine (0.193 g, 0.633 mmol, 1 equiv), 4-bromo-N-(2-pyrrolidin-1-yl-ethyl)-benzenesulfonamide (0.316 g, 0.95 mmol, 1.5 equiv), cesium carbonate (0.62 g, 1.89 mmol, 3 equiv), 4,5-bis(diphenylphosphino)-9,9-dimethyl xanthene (0.073 g, 0.127 mmol, 0.2 equiv) and tris(dibenzylideneacetone)dipalladium (0.058 g, 0.0533 mmol, 0.1 equiv) were combined. The reactants were flushed with argon, diluted with dioxane (2... Reaction SMILES: [CH2:23]1[O:24][CH2:25][CH2:26][CH2:27]1.[CH3:11][CH2:12][CH2:13][CH2:14][Li:15].[CH3:1][O:2][c:3]1[n:4][cH:5][cH:6][cH:7][c:8]1[O:9][CH3:10].[Cl-:21].[NH4+:22].[O:16]=[CH:17][N:18]([CH3:19])[CH3:20]>>[CH3:1][O:2][c:3]1[n:4][cH:5][cH:6][c:7]([CH:17]=[O:16])[c:8]1[O:9][CH3:10]. The reactants are C1CCOC1, [Li]CCCC, COc1cccnc1OC, [Cl-], [NH4+], CN(C)C=O. The product is COc1nccc(C=O)c1OC. Conditions: time 8 hour. Isolated yield 70.0%. Reported procedure: A mixture of 8 g (0.02 mol) de 4-(3-chlorophenyl)-2,6-dimethyl-1,4-dihydropyridine-3,5-dicarboxylic acid 3-methyl ester 5-(tetrahydrofuran-2-ylmethyl) ester, obtained according A), and 71 g (0.059 mol) of pyridinium chlorochromate absorbed on alumina, was suspended in 200 ml of CH2Cl2. Then, the whole mixture was maintained with stirring at room temperature, along 8 hours. The remaining solid was eliminated by filtration, and the liquid was washed with water (3×250 ml). dried over anh. Na2SO4, a... Yields the product O1C(CCC1)COC(=O)C=1C(=C(C(=NC1C)C)C(=O)OC)C1=CC(=CC=C1)Cl (4-(3-Chlorophenyl)-2,6-dimethyl pyridine-3,5-dicarboxylic acid 3-methyl ester 5-(tetrahydrofuran-2-ylmethyl) ester). The reactants are O1C(CCC1)COC(=O)C=1C(C(=C(NC1C)C)C(=O)OC)C1=CC(=CC=C1)Cl (4-(3-chlorophenyl)-2,6-dimethyl-1,4-dihydropyridine-3,5-dicarboxylic acid 3-methyl ester 5-(tetrahydrofuran-2-ylmethyl) ester), [Cr](=O)(=O)([O-])Cl.[NH+]1=CC=CC=C1 (pyridinium chlorochromate). As a reaction SMILES: [O:1]1[CH2:5][CH2:4][CH2:3][CH:2]1[CH2:6][O:7][C:8]([C:10]1[CH:11]([C:22]2[CH:27]=[CH:26][CH:25]=[C:24]([Cl:28])[CH:23]=2)[C:12]([C:18]([O:20][CH3:21])=[O:19])=[C:13]([CH3:17])[NH:14][C:15]=1[CH3:16])=[O:9].[Cr](Cl)([O-])(=O)=O.[NH+]1C=CC=CC=1>>[O:1]1[CH2:5][CH2:4][CH2:3][CH:2]1[CH2:6][O:7][C:8]([C:10]1[C:11]([C:22]2[CH:27]=[CH:26][CH:25]=[C:24]([Cl:28])[CH:23]=2)=[C:12]([C:18]([O:20][CH3:21])=[O:19])[C:13]([CH3:17])=[N:14][C:15]=1[CH3:16])=[O:9] |f:1.2|. Starting materials: ClCCl (Dichloromethane), C(C1=CC=CC=C1)OC1=CC=C2C(C(=C(OC2=C1C)C1CN(C1)C(=O)OCC1=CC=CC=C1)C)=O (Benzyl 3-[7-(benzyloxy)-3,8-dimethyl-4-oxo-4H-chromen-2-yl]azetidine-1-carboxylate). Reagents/catalysts: [C].[Pd] (palladium-carbon). Run in CO (methanol), CO (methanol). Reaction conditions: time 2 hour. Yields the product N1CC(C1)C=1OC2=C(C(=CC=C2C(C1C)=O)O)C (2-(Azetidin-3-yl)-7-hydroxy-3,8-dimethyl-4H-chromen-4-one). The yield is 91.0%. RXN SMILES: C([O:8][C:9]1[C:18]([CH3:19])=[C:17]2[C:12]([C:13](=[O:35])[C:14]([CH3:34])=[C:15]([CH:20]3[CH2:23][N:22](C(OCC4C=CC=CC=4)=O)[CH2:21]3)[O:16]2)=[CH:11][CH:10]=1)C1C=CC=CC=1.ClCCl>CO.[C].[Pd]>[NH:22]1[CH2:23][CH:20]([C:15]2[O:16][C:17]3[C:12]([C:13](=[O:35])[C:14]=2[CH3:34])=[CH:11][CH:10]=[C:9]([OH:8])[C:18]=3[CH3:19])[CH2:21]1 |f:3.4|. Procedure details: To a solution of benzyl 3-[7-(benzyloxy)-3,8-dimethyl-4-oxo-4H-chromen-2-yl]azetidine-1-carboxylate (625 mg, 1.33 mmol) obtained in Example 1-2 in methanol (12 mL), 10% palladium-carbon (water content: 50%, 200 mg) was added, and the mixture was stirred for 2 hours under a hydrogen atmosphere. Dichloromethane (20 mL) and methanol (20 mL) were added to the reaction solution, and the palladium-carbon was removed by filtration through celite. The filtrate was concentrated under reduced pressure to ...